This data is from the Open Reaction Database (ORD), a public repository of structured organic reaction records. The task is: describe an organic reaction: reactants, conditions, products, and yield Starting materials: [Cl-].[Mg+2].[Cl-] (magnesium chloride), C(CC(=O)O)(=O)O.C(C)[K] (ethyl potassium malonate), N1(C=NC=C1)C(=O)N1C=NC=C1 (di(1H-imidazol-1-yl)methanone), FC1=C(CC2N(CCC(C2)C(=O)O)C(=O)OC)C=CC=C1 (2-(2-fluorobenzyl)-1-(methoxycarbonyl)piperidine-4-carboxylic acid), FC1=C(CC2N(CCC(C2)C(=O)O)C(=O)OC)C=CC=C1 (2-(2-fluorobenzyl)-1-(methoxycarbonyl)piperidine-4-carboxylic acid). The solvent is C1CCOC1 (THF), C1CCOC1 (THF). Conditions: temperature 50 celsius, time 2.5 hour. Product: C(C)OC(CC(=O)[C@H]1C[C@@H](N(CC1)C(=O)OC)CC1=C(C=CC=C1)F)=O (Trans-methyl 4-(3-ethoxy-3-oxopropanoyl)-2-(2-fluorobenzyl)piperidine-1-carboxylate), C(C)OC(CC(=O)[C@@H]1C[C@@H](N(CC1)C(=O)OC)CC1=C(C=CC=C1)F)=O (cis-methyl 4-(3-ethoxy-3-oxopropanoyl)-2-(2-fluorobenzyl)piperidine-1-carboxylate). Isolated yield 58.0%. RXN SMILES: [Cl-].[Mg+2].[Cl-].[C:4]([OH:10])(=O)[CH2:5][C:6]([OH:8])=[O:7].[CH2:11]([K])[CH3:12].N1(C(N2C=CN=C2)=O)[CH:18]=[CH:17]N=C1.[F:26][C:27]1[CH:46]=[CH:45][CH:44]=[CH:43][C:28]=1[CH2:29][CH:30]1[CH2:35][CH:34]([C:36]([OH:38])=O)[CH2:33][CH2:32][N:31]1[C:39]([O:41][CH3:42])=[O:40]>C1COCC1>[CH2:11]([O:8][C:6](=[O:7])[CH2:5][C:4]([C@@H:34]1[CH2:33][CH2:32][N:31]([C:39]([O:41][CH3:42])=[O:40])[C@@H:30]([CH2:29][C:28]2[CH:43]=[CH:44][CH:45]=[CH:46][C:27]=2[F:26])[CH2:35]1)=[O:10])[CH3:12].[CH2:17]([O:8][C:6](=[O:7])[CH2:5][C:36]([C@H:34]1[CH2:33][CH2:32][N:31]([C:39]([O:41][CH3:42])=[O:40])[C@@H:30]([CH2:29][C:28]2[CH:43]=[CH:44][CH:45]=[CH:46][C:27]=2[F:26])[CH2:35]1)=[O:38])[CH3:18] |f:0.1.2,3.4|. Reported procedure: A suspension of magnesium chloride (2.60 g, 27.33 mmol) and ethyl potassium malonate (4.65 g, 27.33 mmol) in dry THF (80 mL) was stirred under nitrogen atmosphere at 50° C. for 2.5 h (flask 1). In another flask di(1H-imidazol-1-yl)methanone (3.69 g, 22.77 mmol) was added portionwise to a solution of 2-(2-fluorobenzyl)-1-(methoxycarbonyl)piperidine-4-carboxylic acid (4.483 g, 15.18 mmol) (reference compound 45) in dry THF (20 mL) at 0° C. under nitrogen atmosphere. The ice bath was removed and th... Reactants: 5-Benzyloxy-1-(2-carboxymethoxy-4-methoxybenzyl)-3-(3,4-methylenedioxyohenyl)indole-2-carboxylic acid, 1d, C(C1=CC=CC=C1)OC=1C=C2C(=C(NC2=CC1)C(=O)OCC)C1=CC2=C(C=C1)OCO2 (ethyl 5-benzyloxy-3-(3,4-methylenedioxyphenyl)indole-2-carboxylate), C(=O)(OCC)COC1=C(CCl)C=CC(=C1)OC (2-carboethoxymethoxy-4-methoxybenzyl chloride). Yields the product C(C1=CC=CC=C1)OC=1C=C2C(=C(N(C2=CC1)CC1=C(C=C(C=C1)OC)OCC(=O)O)C(=O)O)C1=CC2=C(C=C1)OCO2 (5-Benzyloxy-1-(2-carboxymethoxy-4-methoxybenzyl)-3-(3,4-methylenedioxyphenyl)indole-2-carboxylic acid). Reaction SMILES: [CH2:1]([O:8][C:9]1[CH:10]=[C:11]2[C:15](=[CH:16][CH:17]=1)[NH:14][C:13]([C:18]([O:20]CC)=[O:19])=[C:12]2[C:23]1[CH:28]=[CH:27][C:26]2[O:29][CH2:30][O:31][C:25]=2[CH:24]=1)[C:2]1[CH:7]=[CH:6][CH:5]=[CH:4][CH:3]=1.[C:32]([CH2:37][O:38][C:39]1[CH:46]=[C:45]([O:47][CH3:48])[CH:44]=[CH:43][C:40]=1[CH2:41]Cl)([O:34]CC)=[O:33]>>[CH2:1]([O:8][C:9]1[CH:10]=[C:11]2[C:15](=[CH:16][CH:17]=1)[N:14]([CH2:41][C:40]1[CH:43]=[CH:44][C:45]([O:47][CH3:48])=[CH:46][C:39]=1[O:38][CH2:37][C:32]([OH:34])=[O:33])[C:13]([C:18]([OH:20])=[O:19])=[C:12]2[C:23]1[CH:28]=[CH:27][C:26]2[O:29][CH2:30][O:31][C:25]=2[CH:24]=1)[C:2]1[CH:3]=[CH:4][CH:5]=[CH:6][CH:7]=1. Procedure details: 5-Benzyloxy-1-(2-carboxymethoxy-4-methoxybenzyl)-3-(3,4-methylenedioxyohenyl)indole-2-carboxylic acid. The title compound was prepared by alkylation of ethyl 5-benzyloxy-3-(3,4-methylenedioxyphenyl)indole-2-carboxylate with 2-carboethoxymethoxy-4-methoxybenzyl chloride followed by saponification using methods previously described in examples 1c and 1d; m.p. 182°-190° C. The reactants are COC(COC1=C2CCCOC2=C(C=C1)S)=O ((8-mercapto-chroman-5-yloxy)-acetic acid methyl ester), ClCC1=CC=C(C=C1)C1=NC=C(C=C1)C(F)(F)F (2-(4-Chloromethyl-phenyl)-5-trifluoromethyl-pyridine). The product is FC(C=1C=CC(=NC1)C1=CC=C(CSC=2C=CC(=C3CCCOC23)OCC(=O)O)C=C1)(F)F ({8-[4-(5-Trifluoromethyl-pyridine-2-yl)-benzylsulfanyl]-chroman-5-yloxy}-acetic acid). Reaction SMILES: C[O:2][C:3](=[O:17])[CH2:4][O:5][C:6]1[CH:15]=[CH:14][C:13]([SH:16])=[C:12]2[C:7]=1[CH2:8][CH2:9][CH2:10][O:11]2.Cl[CH2:19][C:20]1[CH:25]=[CH:24][C:23]([C:26]2[CH:31]=[CH:30][C:29]([C:32]([F:35])([F:34])[F:33])=[CH:28][N:27]=2)=[CH:22][CH:21]=1>>[F:35][C:32]([F:33])([F:34])[C:29]1[CH:30]=[CH:31][C:26]([C:23]2[CH:24]=[CH:25][C:20]([CH2:19][S:16][C:13]3[CH:14]=[CH:15][C:6]([O:5][CH2:4][C:3]([OH:2])=[O:17])=[C:7]4[C:12]=3[O:11][CH2:10][CH2:9][CH2:8]4)=[CH:21][CH:22]=2)=[N:27][CH:28]=1. Reported procedure: The title compound was prepared in the manner analogous to Example 1F using (8-mercapto-chroman-5-yloxy)-acetic acid methyl ester and 18B. MS m/z 490 (M+1). Starting materials: O=C1CCC(=O)N1Br, CC(=O)O, C=Cc1cccc(OC)c1, [Na+], C1COCCO1, [OH-], O. The product is COc1cccc(C2CO2)c1. RXN SMILES: [Br:15][N:16]1[C:17](=[O:18])[CH2:19][CH2:20][C:21]1=[O:22].[CH3:11][C:12]([OH:13])=[O:14].[CH:1](=[CH2:2])[c:3]1[cH:4][c:5]([O:9][CH3:10])[cH:6][cH:7][cH:8]1.[Na+:24].[O:25]1[CH2:26][CH2:27][O:28][CH2:29][CH2:30]1.[OH-:23].[OH2:31]>>[CH:1]1([c:3]2[cH:4][c:5]([O:9][CH3:10])[cH:6][cH:7][cH:8]2)[CH2:2][O:13]1.